This data is from the Open Reaction Database (ORD), a public repository of structured organic reaction records. The task is: describe an organic reaction: reactants, conditions, products, and yield The reactants are C(C1=CC=CC=C1)OC(=O)N1[C@@H](CCC1)C(NC1=CC(=CC=C1)B1OC(C(O1)(C)C)(C)C)=O ((S)-2-[3-(4,4,5,5-Tetramethyl-[1,3,2]dioxaborolan-2-yl)-phenylcarbamoyl]-pyrrolidine-1-carboxylic acid benzyl ester), C1(CC1)NC(=O)C=1N=C(SC1)Br (2-Bromo-thiazole-4-carboxylic acid cyclopropylamide), Pd[P(Ph)3]4, C(=O)(O)[O-].[Na+] (NaHCO3), CN(C)C=O (DMF). Solvent: CO (methanol). Conditions: temperature 70 celsius. Product: C(C1=CC=CC=C1)OC(=O)N1[C@@H](CCC1)C(NC1=CC(=CC=C1)C=1SC=C(N1)C(NC1CC1)=O)=O ((S)-2-[3-(4-Cyclopropylcarbamoyl-thiazol-2-yl)-phenylcarbamoyl]-pyrrolidine-1-carboxylic acid benzyl ester). Reaction SMILES: [CH2:1]([O:8][C:9]([N:11]1[CH2:15][CH2:14][CH2:13][C@H:12]1[C:16](=[O:33])[NH:17][C:18]1[CH:23]=[CH:22][CH:21]=[C:20](B2OC(C)(C)C(C)(C)O2)[CH:19]=1)=[O:10])[C:2]1[CH:7]=[CH:6][CH:5]=[CH:4][CH:3]=1.[CH:34]1([NH:37][C:38]([C:40]2[N:41]=[C:42](Br)[S:43][CH:44]=2)=[O:39])[CH2:36][CH2:35]1.C([O-])(O)=O.[Na+].CN(C=O)C>CO>[CH2:1]([O:8][C:9]([N:11]1[CH2:15][CH2:14][CH2:13][C@H:12]1[C:16](=[O:33])[NH:17][C:18]1[CH:23]=[CH:22][CH:21]=[C:20]([C:42]2[S:43][CH:44]=[C:40]([C:38](=[O:39])[NH:37][CH:34]3[CH2:36][CH2:35]3)[N:41]=2)[CH:19]=1)=[O:10])[C:2]1[CH:7]=[CH:6][CH:5]=[CH:4][CH:3]=1 |f:2.3|. Procedure details: A solution of (S)-2-[3-(4,4,5,5-Tetramethyl-[1,3,2]dioxaborolan-2-yl)-phenylcarbamoyl]-pyrrolidine-1-carboxylic acid benzyl ester (90 mg, 0.2 mmol), 2-Bromo-thiazole-4-carboxylic acid cyclopropylamide (1 eq., 49 mg), Pd[P(Ph)3]4 (5 mol %, 10 mg), in methanol (4 mL), NaHCO3 (sat. aq., 600 uL) and DMF (800 uL) was degassed and heated to 70° C. overnight in a sealed vial. The reaction was cooled, filtered and the solvents removed. The resulting mixture was redissolved in 5 ml of 90% DMF, 10% water ... Starting materials: Cl.N[C@H]1CC[C@H](CC1)NC(=O)C1=C(NC=2C1=NC=CC2C2=C(C=C(C(=C2)F)OC)OCC2CC2)C (N-(cis-4-aminocyclohexyl)-7-[2-(cyclopropylmethoxy)-5-fluoro-4-methoxyphenyl]-2-methyl-1H-pyrrolo[3,2-b]pyridine-3-carboxamide hydrochloride), C(C)(=O)OCC(=O)Cl (2-chloro-2-oxoethyl acetate). Yields the product C1(CC1)COC1=C(C=C(C(=C1)OC)F)C1=C2C(=NC=C1)C(=C(N2)C)C(=O)N[C@@H]2CC[C@@H](CC2)NC(CO)=O (7-[2-(Cyclopropylmethoxy)-5-fluoro-4-methoxyphenyl]-N-[cis-4-(glycoloylamino)cyclohexyl]-2-methyl-1H-pyrrolo[3,2-b]pyridine-3-carboxamide). As a reaction SMILES: Cl.[NH2:2][C@@H:3]1[CH2:8][CH2:7][C@H:6]([NH:9][C:10]([C:12]2[C:16]3=[N:17][CH:18]=[CH:19][C:20]([C:21]4[CH:26]=[C:25]([F:27])[C:24]([O:28][CH3:29])=[CH:23][C:22]=4[O:30][CH2:31][CH:32]4[CH2:34][CH2:33]4)=[C:15]3[NH:14][C:13]=2[CH3:35])=[O:11])[CH2:5][CH2:4]1.C([O:39][CH2:40][C:41](Cl)=[O:42])(=O)C>>[CH:32]1([CH2:31][O:30][C:22]2[CH:23]=[C:24]([O:28][CH3:29])[C:25]([F:27])=[CH:26][C:21]=2[C:20]2[CH:19]=[CH:18][N:17]=[C:16]3[C:12]([C:10]([NH:9][C@H:6]4[CH2:7][CH2:8][C@@H:3]([NH:2][C:40](=[O:39])[CH2:41][OH:42])[CH2:4][CH2:5]4)=[O:11])=[C:13]([CH3:35])[NH:14][C:15]=23)[CH2:33][CH2:34]1 |f:0.1|. Procedure details: Starting from N-(cis-4-aminocyclohexyl)-7-[2-(cyclopropylmethoxy)-5-fluoro-4-methoxyphenyl]-2-methyl-1H-pyrrolo[3,2-b]pyridine-3-carboxamide hydrochloride (example D.f28) and commercially available 2-chloro-2-oxoethyl acetate the title compound is obtained as colorless solid. The reactants are ONC(=N)C1=CC=C2C=CNC2=C1 (N-hydroxy-1H-indole-6-carboximidamide), CCN=C=NCCCN(C)C (EDCI), C=1C=CC2=C(C1)N=NN2O (HOBT), ClC=1C=C(C=NC1OC(C)C)C(=O)O (5-chloro-6-[(1-methylethyl)oxy]-3-pyridinecarboxylic acid), CCCC[N+](CCCC)(CCCC)CCCC.[F-] (TBAF). The solvent is C1CCOC1 (THF), C1CCOC1 (THF). Reaction conditions: time 30 minute. The product is ClC=1C=C(C=NC1OC(C)C)C1=NC(=NO1)C1=CC=C2C=CNC2=C1 (6-(5-{5-chloro-6-[(1-methylethyl)oxy]-3-pyridinyl}-1,2,4-oxadiazol-3-yl)-1H-indole). Yield: 104.5%. Reaction SMILES: CCN=C=NCCCN(C)C.C1C=CC2N(O)N=NC=2C=1.[Cl:22][C:23]1[CH:24]=[C:25]([C:33]([OH:35])=O)[CH:26]=[N:27][C:28]=1[O:29][CH:30]([CH3:32])[CH3:31].O[NH:37][C:38]([C:40]1[CH:48]=[C:47]2[C:43]([CH:44]=[CH:45][NH:46]2)=[CH:42][CH:41]=1)=[NH:39].CCCC[N+](CCCC)(CCCC)CCCC.[F-]>C1COCC1>[Cl:22][C:23]1[CH:24]=[C:25]([C:33]2[O:35][N:39]=[C:38]([C:40]3[CH:48]=[C:47]4[C:43]([CH:44]=[CH:45][NH:46]4)=[CH:42][CH:41]=3)[N:37]=2)[CH:26]=[N:27][C:28]=1[O:29][CH:30]([CH3:31])[CH3:32] |f:4.5|. Procedure: EDCI (1.17 g) and HOBT (1.01 g) were added to a solution of 5-chloro-6-[(1-methylethyl)oxy]-3-pyridinecarboxylic acid (657 mg) in THF (5 mL) at RT. The resulting solution was stirred for 30 min. N-hydroxy-1H-indole-6-carboximidamide (D100) (1.00 g) in THF (5 mL) was added and the reaction mixture was stirred at RT for 2 hours. TBAF (3.2 g) was then added. The reaction vessel was sealed and heated in Biotage Initiator using initial normal to 120° C. for 90 min. After cooling, the reaction was que... The reactants are N(=[N+]=[N-])C=1C=CC(=C(C1)C(=O)C1=C(C=C(C=C1)NC1=CC=C(C=C1)C(F)(F)F)Cl)C ((5-Azido-2-methyl-phenyl)-[2-chloro-4-(4-trifluoromethyl-phenylamino)-phenyl]-methanone), NC=1C=CC(=C(C1)C(=O)C1=C(C=C(C=C1)NC1=C(C=C(C=C1)F)C)Cl)C ((5-Amino-2-methyl-phenyl)-[2-chloro-4-(4-fluoro-2-methyl-phenylamino)-phenyl]-methanone). Yields the product N(=[N+]=[N-])C=1C=CC(=C(C1)C(=O)C1=C(C=C(C=C1)NC1=C(C=C(C=C1)F)C)Cl)C ((5-Azido-2-methyl-phenyl)-[2-chloro-4-(4-fluoro-2-methyl-phenylamino)-phenyl]-methanone). Reaction SMILES: [N:1]([C:4]1[CH:5]=[CH:6][C:7]([CH3:30])=[C:8]([C:10]([C:12]2[CH:17]=[CH:16][C:15]([NH:18][C:19]3[CH:24]=[CH:23]C(C(F)(F)F)=[CH:21][CH:20]=3)=[CH:14][C:13]=2[Cl:29])=[O:11])[CH:9]=1)=[N+:2]=[N-:3].NC1C=CC(C)=C(C(C2C=CC(NC3C=C[C:50]([F:53])=[CH:49]C=3C)=CC=2Cl)=O)C=1>>[N:1]([C:4]1[CH:5]=[CH:6][C:7]([CH3:30])=[C:8]([C:10]([C:12]2[CH:17]=[CH:16][C:15]([NH:18][C:19]3[CH:20]=[CH:21][C:50]([F:53])=[CH:49][C:24]=3[CH3:23])=[CH:14][C:13]=2[Cl:29])=[O:11])[CH:9]=1)=[N+:2]=[N-:3]. Procedure: The reaction was carried out similarly as described in the preparation of compound 416, using compound 438 (0.29 mmol). The crude product was used without any further purification. The reactants are RuCl3, [Si](C1=CC=CC=C1)(C1=CC=CC=C1)(C(C)(C)C)OCC[C@H]([C@@H](C=1OC=CC1)N(C([C@H](C)N(C(OCC1=CC=CC=C1)=O)C)=O)C)C (Benzyl ((S)-1-(((1S,2R)-4-((tert-butyldiphenylsilyl)oxy)-1-(furan-2-yl)-2-methylbutyl)(methyl)amino)-1-oxopropan-2-yl)(methyl)carbamate), O.C(Cl)(Cl)(Cl)Cl.CC#N (H2O CCl4 CH3CN). Solvent: O (water), CC#N (CH3CN). Conditions: time 15 minute. Yields the product C(C1=CC=CC=C1)OC(=O)N([C@H](C(=O)N(C)[C@H](C(=O)O)[C@@H](CCO[Si](C1=CC=CC=C1)(C1=CC=CC=C1)C(C)(C)C)C)C)C ((2S,3R)-2-((S)-2-(((benzyloxy)carbonyl)(methyl)amino)-N-methylpropanamido)-5-((tert-butyldiphenylsilyl)oxy)-3-methylpentanoic acid). As a reaction SMILES: [Si:1]([O:18][CH2:19][CH2:20][C@@H:21]([CH3:46])[C@H:22]([N:28]([CH3:45])[C:29](=[O:44])[C@@H:30]([N:32]([CH3:43])[C:33](=[O:42])[O:34][CH2:35][C:36]1[CH:41]=[CH:40][CH:39]=[CH:38][CH:37]=1)[CH3:31])[C:23]1[O:24]C=CC=1)([C:14]([CH3:17])([CH3:16])[CH3:15])([C:8]1[CH:13]=[CH:12][CH:11]=[CH:10][CH:9]=1)[C:2]1[CH:7]=[CH:6][CH:5]=[CH:4][CH:3]=1.[OH2:47].C(Cl)(Cl)(Cl)Cl.CC#N>CC#N.O>[CH2:35]([O:34][C:33]([N:32]([CH3:43])[C@@H:30]([CH3:31])[C:29]([N:28]([C@@H:22]([C@H:21]([CH3:46])[CH2:20][CH2:19][O:18][Si:1]([C:14]([CH3:17])([CH3:15])[CH3:16])([C:8]1[CH:13]=[CH:12][CH:11]=[CH:10][CH:9]=1)[C:2]1[CH:7]=[CH:6][CH:5]=[CH:4][CH:3]=1)[C:23]([OH:24])=[O:47])[CH3:45])=[O:44])=[O:42])[C:36]1[CH:41]=[CH:40][CH:39]=[CH:38][CH:37]=1 |f:1.2.3|. Reported procedure: To a stirred mixture of NalO4 (485.0 mg, 2.30 mmol, 6.0 equiv) in H2O/CCl4/CH3CN (3/2/3, 10.4 mL) was added RuCl3 (26.6 mg, 0.13 mmol, 0.34 equiv) and the mixture was stirred vigorously for 15 minutes. To the mixture was then added a solution of 2.18.1g (242.0 mg, 0.38 mmol) in CH3CN (3 mL). After stirring for 15 minutes, the reaction mixture was diluted with water and extracted with EtOAc. The combined organic layer was washed with saturated aqueous NaHSO3 solution, brine, dried over Na2SO4, an... Starting materials: [Si](C)(C)(C(C)(C)C)OCC=1C=C(C(=NC1)F)C=1C=NC(=CC1)OCC(F)(F)F (5-((tert-Butyldimethylsilyloxy)methyl)-2-fluoro-3-(6-(2,2,2-trifluoroethoxy)pyridin-3-yl)pyridine), [F-].C(CCC)[N+](CCCC)(CCCC)CCCC (tetra-butylammonium fluoride), crude oil, C[N+]1(CCOCC1)[O-] (N-methylmorpholine N-oxide), C(Cl)Cl (CH2Cl2). Reagents/catalysts: [Ru](=O)(=O)(=O)[O-].C(CC)[N+](CCC)(CCC)CCC (Tetrapropylammonium perruthenate). Run in C1CCOC1 (THF). Conditions: time 4 hour. Product: FC1=NC=C(C=O)C=C1C=1C=NC(=CC1)OCC(F)(F)F (6-fluoro-5-(6-(2,2,2-trifluoroethoxy)pyridin-3-yl)nicotinaldehyde). Reaction SMILES: [Si]([O:8][CH2:9][C:10]1[CH:11]=[C:12]([C:17]2[CH:18]=[N:19][C:20]([O:23][CH2:24][C:25]([F:28])([F:27])[F:26])=[CH:21][CH:22]=2)[C:13]([F:16])=[N:14][CH:15]=1)(C(C)(C)C)(C)C.[F-].C([N+](CCCC)(CCCC)CCCC)CCC.C[N+]1([O-])CCOCC1.C(Cl)Cl>C1COCC1.[Ru]([O-])(=O)(=O)=O.C([N+](CCC)(CCC)CCC)CC>[F:16][C:13]1[C:12]([C:17]2[CH:18]=[N:19][C:20]([O:23][CH2:24][C:25]([F:28])([F:26])[F:27])=[CH:21][CH:22]=2)=[CH:11][C:10]([CH:9]=[O:8])=[CH:15][N:14]=1 |f:1.2,6.7|. Reported procedure: 5-((tert-Butyldimethylsilyloxy)methyl)-2-fluoro-3-(6-(2,2,2-trifluoroethoxy)pyridin-3-yl)pyridine (0.204 g, 0.490 mmol) was placed into a flask with 5.0 mL of tetra-butylammonium fluoride in THF and stirred for 4 h. The reaction was then quenched by adding water (5 mL) and extracting with EtOAc (3×5 mL). The combined organic layers were then washed with brine (1×5 mL), dried (MgSO4), filtered, and concentrated. The resulting crude oil (0.145 g, 0.480 mmol) was then placed into a flame-dried flas... Starting materials: Ice water, C(C)OC(C(C(=O)N1N=NC2=C1C=CC=C2)C2CCCCC2)=O (3-benzotriazol-1-yl-2-cyclohexyl-3-oxo-propionic acid ethyl ester), ice water brine, [Li+].CC(C)[N-]C(C)C (LDA), C1(CCCCC1)=O (cyclohexanone). Run in C1CCOC1 (THF), C1CCOC1 (THF), C1CCOC1 (THF). Run at temperature -78 celsius, time 1 hour. Product: C(C)OC(C(C(C1C(CCCC1)=O)=O)C1CCCCC1)=O (2-Cyclohexyl-3-oxo-3-(2-oxo-cyclohexyl)-propionic acid ethyl ester). Yield: 21.0%. RXN SMILES: [Li+].CC([N-]C(C)C)C.[C:9]1(=[O:15])[CH2:14][CH2:13][CH2:12][CH2:11][CH2:10]1.[CH2:16]([O:18][C:19](=[O:38])[CH:20]([CH:32]1[CH2:37][CH2:36][CH2:35][CH2:34][CH2:33]1)[C:21](N1C2C=CC=CC=2N=N1)=[O:22])[CH3:17]>C1COCC1>[CH2:16]([O:18][C:19](=[O:38])[CH:20]([CH:32]1[CH2:37][CH2:36][CH2:35][CH2:34][CH2:33]1)[C:21](=[O:22])[CH:10]1[CH2:11][CH2:12][CH2:13][CH2:14][C:9]1=[O:15])[CH3:17] |f:0.1|. Procedure details: To a −78° C. cold solution of LDA (2 M solution in heptane/ethylbenzene/THF, 1.8 ml, 3.66 mmol) in THF (16.8 ml) under an argon atmosphere was added a solution of cyclohexanone (380 μl, 3.66 mmol; CAS Reg. No. 108-94-1) in THF (12.6 ml) within 10 min. The mixture was stirred for 1 h at −78° C. A solution of 3-benzotriazol-1-yl-2-cyclohexyl-3-oxo-propionic acid ethyl ester (1.05 g, 3.33 mmol) in THF (11.1 ml) was added and the solution was stirred at ambient temperature for 14 h. Ice water was ad... The reactants are C=CC(O)CO[Si](C)(C)C(C)(C)C, COC(=O)c1c(O)cccc1O, c1ccc(P(c2ccccc2)c2ccccc2)cc1. The product is C=CC(CO[Si](C)(C)C(C)(C)C)Oc1cccc(O)c1C(=O)OC. As a reaction SMILES: [C:1]([CH3:2])([CH3:3])([CH3:4])[Si:5]([O:6][CH2:7][CH:8]([CH:9]=[CH2:10])[OH:11])([CH3:12])[CH3:13].[CH3:14][O:15][C:16]([c:17]1[c:18]([OH:24])[cH:19][cH:20][cH:21][c:22]1[OH:23])=[O:25].[c:26]1([P:27]([c:28]2[cH:29][cH:30][cH:31][cH:32][cH:33]2)[c:34]2[cH:35][cH:36][cH:37][cH:38][cH:39]2)[cH:40][cH:41][cH:42][cH:43][cH:44]1>>[C:1]([CH3:2])([CH3:3])([CH3:4])[Si:5]([O:6][CH2:7][CH:8]([CH:9]=[CH2:10])[O:11][c:18]1[c:17]([C:16]([O:15][CH3:14])=[O:25])[c:22]([OH:23])[cH:21][cH:20][cH:19]1)([CH3:12])[CH3:13]. Starting materials: ClC1=NC=NC2=CC(=CC=C12)OCCCCl (4-Chloro-7-(3-chloropropoxy)quinazoline), NC1=NNC(=C1)CC(=O)O ((3-amino-1H-pyrazol-5-yl)acetic acid). The solvent is CN1C(CCC1)=O (N-methylpyrrolidinone). Reaction conditions: time 12 hour. Yields the product Cl.ClCCCOC1=CC=C2C(=NC=NC2=C1)NC1=NNC(=C1)CC(=O)O ((3-{[7-(3-chloropropoxy)quinazolin-4-yl]amino}-1H-pyrazol-5-yl)acetic acid.hydrochloride). Reaction SMILES: [Cl:1][C:2]1[C:11]2[C:6](=[CH:7][C:8]([O:12][CH2:13][CH2:14][CH2:15][Cl:16])=[CH:9][CH:10]=2)[N:5]=[CH:4][N:3]=1.[NH2:17][C:18]1[CH:22]=[C:21]([CH2:23][C:24]([OH:26])=[O:25])[NH:20][N:19]=1>CN1CCCC1=O>[ClH:1].[Cl:16][CH2:15][CH2:14][CH2:13][O:12][C:8]1[CH:7]=[C:6]2[C:11]([C:2]([NH:17][C:18]3[CH:22]=[C:21]([CH2:23][C:24]([OH:26])=[O:25])[NH:20][N:19]=3)=[N:3][CH:4]=[N:5]2)=[CH:10][CH:9]=1 |f:3.4|. Procedure details: 4-Chloro-7-(3-chloropropoxy)quinazoline was added to 1 molar equivalent of a solution of (3-amino-1H-pyrazol-5-yl)acetic acid in N-methylpyrrolidinone (NMP) and then left for a period of 12 hours. Crystallisation of the product was observed to occur with and without seeding and with and without the addition of acetonitrile as an anti-solvent. The resultant solid was isolated by filtration, washed with N-methylpyrrolidinone and acetonitrile and then dried in vacuo to yield (3-{[7-(3-chloropropoxy...